From a dataset of the Open Reaction Database (ORD), a public repository of structured organic reaction records. describe an organic reaction: reactants, conditions, products, and yield RXN SMILES: [CH:27]([OH:28])=[O:29].[Cl:25].[Cl:30][CH2:31][CH2:32][Cl:33].[ClH:26].[F:1][c:2]1[c:3]([C:8]2=[N:9][C:10]([CH3:23])([CH3:24])[C:11](=[O:22])[NH:12][c:13]3[c:14]2[cH:15][c:16]([N+:19](=[O:20])[O-:21])[cH:17][cH:18]3)[cH:4][cH:5][cH:6][cH:7]1>>[F:1][c:2]1[c:3]([C:8]2=[N:9][C:10]([CH3:23])([CH3:24])[C:11](=[O:22])[NH:12][c:13]3[c:14]2[cH:15][c:16]([N+:19](=[O:20])[O-:21])[cH:17][c:18]3[Cl:26])[cH:4][cH:5][cH:6][cH:7]1. The reactants are O=CO, Cl, ClCCCl, Cl, CC1(C)N=C(c2ccccc2F)c2cc([N+](=O)[O-])ccc2NC1=O. The product is CC1(C)N=C(c2ccccc2F)c2cc([N+](=O)[O-])cc(Cl)c2NC1=O. The reactants are ClC(=CC=O)C=1C=NC=CC1 (3-chloro-3-(3-pyridinyl)-2-propenal), NC1=NNC=C1C(=O)C1=CC=CC=C1 ((3-amino-1H-pyrazol-4-yl)phenyl-methanone). Solvent: C(C)(=O)O (acetic acid). The product is C1(=CC=CC=C1)C(=O)C=1C=NN2C1N=CC=C2C=2C=NC=CC2 (Phenyl[7-(3-pyridinyl)pyrazolo[1,5-a]pyrimidin-3-yl]methanone). Reaction SMILES: Cl[C:2]([C:6]1[CH:7]=[N:8][CH:9]=[CH:10][CH:11]=1)=[CH:3][CH:4]=O.[NH2:12][C:13]1[C:17]([C:18]([C:20]2[CH:25]=[CH:24][CH:23]=[CH:22][CH:21]=2)=[O:19])=[CH:16][NH:15][N:14]=1>C(O)(=O)C>[C:20]1([C:18]([C:17]2[CH:16]=[N:15][N:14]3[C:2]([C:6]4[CH:7]=[N:8][CH:9]=[CH:10][CH:11]=4)=[CH:3][CH:4]=[N:12][C:13]=23)=[O:19])[CH:21]=[CH:22][CH:23]=[CH:24][CH:25]=1. Procedure details: A mixture of 0.02 mole of 3-chloro-3-(3-pyridinyl)-2-propenal and 0.02 mole of (3-amino-1H-pyrazol-4-yl)phenyl-methanone in 25 ml of glacial acetic acid was refluxed for 5 hours. The solvent was removed and the product isolated as described in Example 1, giving the desired product as crystals, mp 202°-203° C. Procedure details: Compound 289 was prepared according to the procedure similar to that described in Scheme V from 2-(4-(bis(2-hydroxyethyl)amino)phenyl)-5-aminobenzimidazole and 2-(4-(bis(2-hydroxyethyl)amino)phenyl)benzimidazole-5-carboxylate. [M+H]+ calcd for C35H37N7O5: 636.29; found: 636.06. Product: OCCN(C1=CC=C(C=C1)C1=NC2=C(N1)C=C(C=C2)C(=O)NC2=CC1=C(NC(=N1)C1=CC=C(C=C1)N(CCO)CCO)C=C2)CCO (2-(4-(bis(2-Hydroxyethyl)amino)phenyl)-N-(2-(4-(bis(2-hydroxyethyl)amino)phenyl)-1H-benzimidazol-5-yl)-1H-benzimidazole-6-carboxamide). Reaction SMILES: [OH:1][CH2:2][CH2:3][N:4]([CH2:21][CH2:22][OH:23])[C:5]1[CH:10]=[CH:9][C:8]([C:11]2[NH:12][C:13]3[CH:19]=[C:18]([NH2:20])[CH:17]=[CH:16][C:14]=3[N:15]=2)=[CH:7][CH:6]=1.[OH:24][CH2:25][CH2:26][N:27]([CH2:46][CH2:47][OH:48])[C:28]1[CH:33]=[CH:32][C:31]([C:34]2[NH:35][C:36]3[CH:42]=[C:41]([C:43]([O-])=[O:44])[CH:40]=[CH:39][C:37]=3[N:38]=2)=[CH:30][CH:29]=1>>[OH:24][CH2:25][CH2:26][N:27]([CH2:46][CH2:47][OH:48])[C:28]1[CH:33]=[CH:32][C:31]([C:34]2[NH:35][C:36]3[CH:42]=[C:41]([C:43]([NH:20][C:18]4[CH:17]=[CH:16][C:14]5[NH:15][C:11]([C:8]6[CH:9]=[CH:10][C:5]([N:4]([CH2:21][CH2:22][OH:23])[CH2:3][CH2:2][OH:1])=[CH:6][CH:7]=6)=[N:12][C:13]=5[CH:19]=4)=[O:44])[CH:40]=[CH:39][C:37]=3[N:38]=2)=[CH:30][CH:29]=1. Reactants: OCCN(C1=CC=C(C=C1)C=1NC2=C(N1)C=CC(=C2)N)CCO (2-(4-(bis(2-hydroxyethyl)amino)phenyl)-5-aminobenzimidazole), OCCN(C1=CC=C(C=C1)C=1NC2=C(N1)C=CC(=C2)C(=O)[O-])CCO (2-(4-(bis(2-hydroxyethyl)amino)phenyl)benzimidazole-5-carboxylate). Starting materials: [BH4-], COCNc1ccc(C(=O)NCc2ccc(Cc3ccccc3)s2)cn1, CCOC(C)=O, CS(C)=O, CO, [Na+], O. Product: CNc1ccc(C(=O)NCc2ccc(Cc3ccccc3)s2)cn1. As a reaction SMILES: [BH4-:27].[CH2:1]([c:2]1[cH:3][cH:4][cH:5][cH:6][cH:7]1)[c:8]1[cH:9][cH:10][c:11]([CH2:13][NH:14][C:15]([c:16]2[cH:17][n:18][c:19]([NH:22][CH2:23][O:24][CH3:25])[cH:20][cH:21]2)=[O:26])[s:12]1.[CH3:30][CH2:31][O:32][C:33](=[O:34])[CH3:35].[CH3:36][S:37]([CH3:38])=[O:39].[CH3:40][OH:41].[Na+:28].[OH2:29]>>[CH2:1]([c:2]1[cH:3][cH:4][cH:5][cH:6][cH:7]1)[c:8]1[cH:9][cH:10][c:11]([CH2:13][NH:14][C:15]([c:16]2[cH:17][n:18][c:19]([NH:22][CH3:23])[cH:20][cH:21]2)=[O:26])[s:12]1.